From a dataset of the Open Reaction Database (ORD), a public repository of structured organic reaction records. describe an organic reaction: reactants, conditions, products, and yield The reactants are ClC1=NC=NC2=CC(=C(C=C12)OCCOC)OCCOC (4-chloro-6,7-bis(2-methoxyethoxy) quinazoline), NC=1C=C(C=CC1)C#C (3-aminophenyl acetylene), CS(=O)(=O)O (methane sulphonic acid). Reaction conditions: temperature 27.5 celsius, time 3 hour. Yields the product COCCOC=1C=C2C(=CC1OCCOC)N=CN=C2NC=3C=CC=C(C3)C#C.Cl (Erlotinib Hydrochloride). RXN SMILES: [Cl:1][C:2]1[C:11]2[C:6](=[CH:7][C:8]([O:17][CH2:18][CH2:19][O:20][CH3:21])=[C:9]([O:12][CH2:13][CH2:14][O:15][CH3:16])[CH:10]=2)[N:5]=[CH:4][N:3]=1.[NH2:22][C:23]1[CH:24]=[C:25]([C:29]#[CH:30])[CH:26]=[CH:27][CH:28]=1.CS(O)(=O)=O>>[CH3:16][O:15][CH2:14][CH2:13][O:12][C:9]1[CH:10]=[C:11]2[C:2]([NH:22][C:23]3[CH:28]=[CH:27][CH:26]=[C:25]([C:29]#[CH:30])[CH:24]=3)=[N:3][CH:4]=[N:5][C:6]2=[CH:7][C:8]=1[O:17][CH2:18][CH2:19][O:20][CH3:21].[ClH:1] |f:3.4|. Reported procedure: 5 g of 4-chloro-6,7-bis(2-methoxyethoxy) quinazoline was suspended in 150 ml denatured spirit (SPDS) and 4.6 g of 3-aminophenyl acetylene was charged at 25-30° C. Further 1.0 ml of methane sulphonic acid was added. The reaction mass was stirred at 25-30° C. for 3 hours. Solid obtained was filtered, washed with SPDS and dried under vacuum. This solid was suspended in water, basified with ammonia and stirred for 10 minutes. The resulting erlotinib base was isolated, washed with water and dried und... Reactants: Brc1ccccc1, CC(C)(C)[O-], COc1ccc(C(=O)NCC2CCNCC2)cc1OCCc1ccc(Cl)cc1Cl, [Na+], C1COCCO1. Product: COc1ccc(C(=O)NCC2CCN(c3ccccc3)CC2)cc1OCCc1ccc(Cl)cc1Cl. As a reaction SMILES: [Br:30][c:31]1[cH:32][cH:33][cH:34][cH:35][cH:36]1.[CH3:37][C:38]([CH3:39])([O-:40])[CH3:41].[Cl:1][c:2]1[c:3]([CH2:9][CH2:10][O:11][c:12]2[cH:13][c:14]([C:15](=[O:16])[NH:17][CH2:18][CH:19]3[CH2:20][CH2:21][NH:22][CH2:23][CH2:24]3)[cH:25][cH:26][c:27]2[O:28][CH3:29])[cH:4][cH:5][c:6]([Cl:8])[cH:7]1.[Na+:42].[O:43]1[CH2:44][CH2:45][O:46][CH2:47][CH2:48]1>>[Cl:1][c:2]1[c:3]([CH2:9][CH2:10][O:11][c:12]2[cH:13][c:14]([C:15](=[O:16])[NH:17][CH2:18][CH:19]3[CH2:20][CH2:21][N:22]([c:31]4[cH:32][cH:33][cH:34][cH:35][cH:36]4)[CH2:23][CH2:24]3)[cH:25][cH:26][c:27]2[O:28][CH3:29])[cH:4][cH:5][c:6]([Cl:8])[cH:7]1. Reactants: CC(N(C(=O)C1=CC=CC=C1)CCC(=O)OC)(C)C(=O)OC (methyl 2-methyl-N-[3-(methyloxy)-3-oxopropyl]-N-(phenylcarbonyl)alaninate), CO (MeOH), C[O-].[Na+] (NaOMe), CO (MeOH). The solvent is C1(=CC=CC=C1)C (toluene). Run at temperature 60 celsius, time 2 hour. The product is CC1(C(C(CN1C(=O)C1=CC=CC=C1)C(=O)OC)=O)C (methyl 5,5-dimethyl-4-oxo-1-(phenylcarbonyl)-3-pyrrolidinecarboxylate). The yield is 86.1%. Reaction SMILES: [CH3:1][C:2]([C:19]([O:21]C)=O)([CH3:18])[N:3]([CH2:12][CH2:13][C:14]([O:16][CH3:17])=[O:15])[C:4]([C:6]1[CH:11]=[CH:10][CH:9]=[CH:8][CH:7]=1)=[O:5].CO.C[O-].[Na+]>C1(C)C=CC=CC=1>[CH3:18][C:2]1([CH3:1])[N:3]([C:4]([C:6]2[CH:7]=[CH:8][CH:9]=[CH:10][CH:11]=2)=[O:5])[CH2:12][CH:13]([C:14]([O:16][CH3:17])=[O:15])[C:19]1=[O:21] |f:2.3|. Reported procedure: To a solution of methyl 2-methyl-N-[3-(methyloxy)-3-oxopropyl]-N-(phenylcarbonyl)alaninate (3.5589 g, 11.58 mmol) in toluene (115 mL) was added MeOH (0.94 mL, 23.21 mmol), and NaOMe (1.25 g, 23.14 mmol). The mixture was heated at 60° C. and stirred for 2 h. An additional portion of MeOH (10 mL) was added, and the mixture was stirred for an additional 2 h at 60° C. The mixture was then concentrated in vacuo, and the residue was partitioned between DCM (200 mL) and 1 N aq. HCl (100 mL). The organi... The reactants are C(C)(C)(C)OC(=O)N1CC=2C=C3O[C@H](C(NC3=CC2CC1C(=O)O)=O)C1=CC=C(C=C1)OCC1=CC(=C(C=C1)Cl)Cl ((S)-3-[4-(3,4-Dichloro-benzyloxy)-phenyl]-2-oxo-1,2,3,5,7,8-hexahydro-4-oxa-1,6-diaza-anthracene-6,7-dicarboxylic acid 6-tert-butyl ester). The reagents and catalysts are [Pd] (Pd/C). The solvent is CO (methanol). Product: C(C)(C)(C)OC(=O)N1CC=2C=C3O[C@H](C(NC3=CC2CC1C(=O)O)=O)C1=CC=C(C=C1)O ((S)-3-(4-Hydroxy-phenyl)-2-oxo-1,2,3,5,7,8-hexahydro-4-oxa-1,6-diaza-anthracene-6,7-dicarboxylic acid 6-tert-butyl ester). Reaction SMILES: [C:1]([O:5][C:6]([N:8]1[CH:21]([C:22]([OH:24])=[O:23])[CH2:20][C:19]2[CH:18]=[C:17]3[C:12]([O:13][C@@H:14]([C:26]4[CH:31]=[CH:30][C:29]([O:32]CC5C=CC(Cl)=C(Cl)C=5)=[CH:28][CH:27]=4)[C:15](=[O:25])[NH:16]3)=[CH:11][C:10]=2[CH2:9]1)=[O:7])([CH3:4])([CH3:3])[CH3:2]>CO.[Pd]>[C:1]([O:5][C:6]([N:8]1[CH:21]([C:22]([OH:24])=[O:23])[CH2:20][C:19]2[CH:18]=[C:17]3[C:12]([O:13][C@@H:14]([C:26]4[CH:31]=[CH:30][C:29]([OH:32])=[CH:28][CH:27]=4)[C:15](=[O:25])[NH:16]3)=[CH:11][C:10]=2[CH2:9]1)=[O:7])([CH3:4])([CH3:2])[CH3:3]. Procedure: To a solution of (S)-3-[4-(3,4-Dichloro-benzyloxy)-phenyl]-2-oxo-1,2,3,5,7,8-hexahydro-4-oxa-1,6-diaza-anthracene-6,7-dicarboxylic acid 6-tert-butyl ester (1 mmol) in methanol was added Pd/C (0.2 mmol). The mixture was hydrogenated using balloon for 2-4 h. The mixture was passed through a pad of celite and the filtrate was evaporated to furnish (S)-3-(4-Hydroxy-phenyl)-2-oxo-1,2,3,5,7,8-hexahydro-4-oxa-1,6-diaza-anthracene-6,7-dicarboxylic acid 6-tert-butyl ester. This ester was converted to (S)... The reactants are ice, O1C(=NC2=C1C=CC=C2)C2=CC=C(C(=O)Cl)C=C2 (4-(2-benzoxazolyl)benzoyl chloride), ClC(C)Cl (dichloroethane), [Cl-].[Al+3].[Cl-].[Cl-] (alumimum chloride), COC=1C=C(C=CC1)O (m-methoxyphenol), Cl (hydrochloric acid). Run in ClCCCl (1,2-dichloroethane). Run at temperature 10 celsius, time 30 minute. Product: O1C(=NC2=C1C=CC=C2)C2=CC=C(C(=O)C1=C(C=C(C=C1)OC)O)C=C2 (4-(2-benzoxazolyl)-4'-methoxy-2'-hydroxy benzophenone). The yield is 61.0%. As a reaction SMILES: [O:1]1[C:5]2[CH:6]=[CH:7][CH:8]=[CH:9][C:4]=2[N:3]=[C:2]1[C:10]1[CH:18]=[CH:17][C:13]([C:14](Cl)=[O:15])=[CH:12][CH:11]=1.[Cl-].[Al+3].[Cl-].[Cl-].[CH3:23][O:24][C:25]1[CH:26]=[C:27]([OH:31])[CH:28]=[CH:29][CH:30]=1.ClC(Cl)C.Cl>ClCCCl>[O:1]1[C:5]2[CH:6]=[CH:7][CH:8]=[CH:9][C:4]=2[N:3]=[C:2]1[C:10]1[CH:18]=[CH:17][C:13]([C:14]([C:28]2[CH:29]=[CH:30][C:25]([O:24][CH3:23])=[CH:26][C:27]=2[OH:31])=[O:15])=[CH:12][CH:11]=1 |f:1.2.3.4|. Reported procedure: To a stirred solution of 12.8 g. (0.05 mole) of 4-(2-benzoxazolyl)benzoyl chloride in 200 ml. of 1,2-dichloroethane is added, in small increments, 14.8 g. (0.11 mole) of anhydrous alumimum chloride at room temperature. The resulting solution is cooled to 10° C. and a solution of 6.2 g. (0.05 mole) of m-methoxyphenol in 50 ml. of dichloroethane is added dropwise over a period of 10 min. The reaction mixture is stirred at 10° C. for 30 min., then allowed to warm to room temperature and stirred at ... Starting materials: FC1=C(C#N)C(=CC=C1)C(F)(F)F (2-fluoro-6-trifluoromethylbenzonitrile), N1CCNCC1 (piperazine). Solvent: O1CCOCC1 (dioxane). The product is C(#N)C1=C(C=CC=C1C(F)(F)F)N1CCNCC1 (4-(2-cyano-3-trifluoromethylphenyl)piperazine). Reaction SMILES: F[C:2]1[CH:9]=[CH:8][CH:7]=[C:6]([C:10]([F:13])([F:12])[F:11])[C:3]=1[C:4]#[N:5].[NH:14]1[CH2:19][CH2:18][NH:17][CH2:16][CH2:15]1>O1CCOCC1>[C:4]([C:3]1[C:6]([C:10]([F:13])([F:12])[F:11])=[CH:7][CH:8]=[CH:9][C:2]=1[N:14]1[CH2:19][CH2:18][NH:17][CH2:16][CH2:15]1)#[N:5]. Procedure: A mixture of 3 g (15.8 mmol) of 2-fluoro-6-trifluoromethylbenzonitrile, 7.5 g (87 mmol) of piperazine and 24 mL of dioxane is heated at reflux for 5 hours. Starting materials: Cc1ccccc1, O=[N+]([O-])c1cc(Cl)c(Cl)c(CO)c1, BrP(Br)Br. Product: O=[N+]([O-])c1cc(Cl)c(Cl)c(CBr)c1. Reaction SMILES: [CH3:18][c:19]1[cH:20][cH:21][cH:22][cH:23][cH:24]1.[Cl:1][c:2]1[c:3]([CH2:12][OH:13])[cH:4][c:5]([N+:9](=[O:10])[O-:11])[cH:6][c:7]1[Cl:8].[P:14]([Br:15])([Br:16])[Br:17]>>[Cl:1][c:2]1[c:3]([CH2:12][Br:15])[cH:4][c:5]([N+:9](=[O:10])[O-:11])[cH:6][c:7]1[Cl:8]. The reactants are S(=O)(Cl)Cl (thionyl chloride), [N+](=O)([O-])C1=CC=C(O1)C1=NN(C=C1C=NO)C1=CC=CC=C1 (3-(5-nitro-2-furyl)-1-phenylpyrazole-4-carboxaldehydeoxime). Run in C(Cl)(Cl)(Cl)Cl (carbon tetrachloride). Reaction conditions: time 1.5 hour. The product is [N+](=O)([O-])C1=CC=C(O1)C1=NN(C=C1C#N)C1=CC=CC=C1 (3-(5-nitro-2-furyl)-1-phenylpyrazole-4-carbonitrile). Isolated yield 96.0%. As a reaction SMILES: S(Cl)(Cl)=O.[N+:5]([C:8]1[O:12][C:11]([C:13]2[C:17]([CH:18]=[N:19]O)=[CH:16][N:15]([C:21]3[CH:26]=[CH:25][CH:24]=[CH:23][CH:22]=3)[N:14]=2)=[CH:10][CH:9]=1)([O-:7])=[O:6]>C(Cl)(Cl)(Cl)Cl>[N+:5]([C:8]1[O:12][C:11]([C:13]2[C:17]([C:18]#[N:19])=[CH:16][N:15]([C:21]3[CH:22]=[CH:23][CH:24]=[CH:25][CH:26]=3)[N:14]=2)=[CH:10][CH:9]=1)([O-:7])=[O:6]. Procedure details: Add 9.4 ml of thionyl chloride to a suspension of 32.6 g of finely-ground 3-(5-nitro-2-furyl)-1-phenylpyrazole-4-carboxaldehydeoxime in 250 ml of carbon tetrachloride at 60° to 65° C. Stir the resulting admixture for 1.5 hours at this temperature and for 2 hours under reflux. Separate the formed precipitate by vacuum filtration at room temperature. Wash the filter residue (precipitate) with carbon tetrachloride and dry to obtain a 96% yield of 3-(5-nitro-2-furyl)-1-phenylpyrazole-4-carbonitrile ... Procedure details: To a suspension of 3.0 mmol 2-amino-5-methanesulfonyl-benzoic acid in a mixture of 1.7 ml sulfuric acid and 1.7 ml water was added dropwise a solution of 3.92 mmol sodium nitrite in 1.7 ml water at such rate that the temperature did not exceed 3° C. The mixture was stirred at 0° C. for 1 hour. A solution of 3.0 mmol KI in 1.7 ml water was added dropwise at 0° C. The brown suspension was allowed to warm to rt and stirred for 30 minutes. Excess iodine was destroyed by addition of a few drops of a ... Reactants: NC1=C(C(=O)O)C=C(C=C1)S(=O)(=O)C (2-amino-5-methanesulfonyl-benzoic acid), N(=O)[O-].[Na+] (sodium nitrite). RXN SMILES: N[C:2]1[CH:10]=[CH:9][C:8]([S:11]([CH3:14])(=[O:13])=[O:12])=[CH:7][C:3]=1[C:4]([OH:6])=[O:5].N([O-])=O.[Na+]>S(=O)(=O)(O)O.O>[CH3:14][S:11]([C:8]1[CH:7]=[C:3]([C:4]([OH:6])=[O:5])[C:2]([C:2]2[CH:10]=[CH:9][CH:8]=[CH:7][CH:3]=2)=[CH:10][CH:9]=1)(=[O:13])=[O:12] |f:1.2|. Yields the product CS(=O)(=O)C=1C=C(C(=CC1)C1=CC=CC=C1)C(=O)O (4-Methanesulfonyl-biphenyl-2-carboxylic acid). Run in O (water), S(O)(O)(=O)=O (sulfuric acid), O (water), O (water). Reaction conditions: temperature 0 celsius, time 1 hour. Starting materials: aqueous solution, [OH-].[Na+] (sodium hydroxide), Cl.Cl.C1(=CC=CC=C1)C(OC1CCN(CC1)CCCNC=1C=CC=2N(N1)C=C(N2)C2(CCCC2)C(=O)OC(C)C)C2=CC=CC=C2 (isopropyl 1-[6-[3-[4-(diphenylmethoxy)piperidino]propylamino]imidazo[1,2-b]pyridazin-2-yl]cyclopentanecarboxylate dihydrochloride). The solvent is C(C)O (ethanol). The product is C1(=CC=CC=C1)C(OC1CCN(CC1)CCCNC=1C=CC=2N(N1)C=C(N2)C2(CCCC2)C(=O)O)C2=CC=CC=C2 (1-[6-[3-[4-(diphenylmethoxy)piperidino] propylamino]imidazo[1,2-b]pyridazin-2-yl]cyclopentanecarboxylic acid). The yield is 70.5%. As a reaction SMILES: Cl.Cl.[C:3]1([CH:9]([C:41]2[CH:46]=[CH:45][CH:44]=[CH:43][CH:42]=2)[O:10][CH:11]2[CH2:16][CH2:15][N:14]([CH2:17][CH2:18][CH2:19][NH:20][C:21]3[CH:22]=[CH:23][C:24]4[N:25]([CH:27]=[C:28]([C:30]5([C:35]([O:37]C(C)C)=[O:36])[CH2:34][CH2:33][CH2:32][CH2:31]5)[N:29]=4)[N:26]=3)[CH2:13][CH2:12]2)[CH:8]=[CH:7][CH:6]=[CH:5][CH:4]=1.[OH-].[Na+]>C(O)C>[C:41]1([CH:9]([C:3]2[CH:4]=[CH:5][CH:6]=[CH:7][CH:8]=2)[O:10][CH:11]2[CH2:12][CH2:13][N:14]([CH2:17][CH2:18][CH2:19][NH:20][C:21]3[CH:22]=[CH:23][C:24]4[N:25]([CH:27]=[C:28]([C:30]5([C:35]([OH:37])=[O:36])[CH2:34][CH2:33][CH2:32][CH2:31]5)[N:29]=4)[N:26]=3)[CH2:15][CH2:16]2)[CH:46]=[CH:45][CH:44]=[CH:43][CH:42]=1 |f:0.1.2,3.4|. Procedure: 598 mg of isopropyl 1-[6-[3-[4-(diphenylmethoxy)piperidino]propylamino]imidazo[1,2-b]pyridazin-2-yl]cyclopentanecarboxylate dihydrochloride was dissolved in 3 ml of ethanol; 2.24 ml of a 2 N aqueous solution of sodium hydroxide was added, followed by thermal refluxing for 7 hours. After cooling, the mixture was concentrated under reduced pressure; the residue was diluted with water, washed with ethyl acetate and ajusted to pH 4.5 by the addition of 1 N hydrochloric acid. The mixture was saturate...